Dataset: the Open Reaction Database (ORD), a public repository of structured organic reaction records. Task: describe an organic reaction: reactants, conditions, products, and yield The reactants are C(C)S(=O)(=O)N(CCCCC(=O)OC)C1CC(OC2=CC=C(C=C12)C)(C)C (methyl 5-[ethylsulfonyl-(2,2,6-trimethyl-chroman-4-yl)amino]pentanoate), [OH-].[K+] (KOH), Cl (hydrochloric acid). The solvent is CO (methanol). Yields the product C(C)S(=O)(=O)N(CCCCC(=O)O)C1CC(OC2=CC=C(C=C12)C)(C)C (5-[ethylsulfonyl-(2,2,6-trimethylchroman-4-yl)amino]pentanoic acid). Yield: 83.4%. As a reaction SMILES: [CH2:1]([S:3]([N:6]([CH:15]1[C:24]2[C:19](=[CH:20][CH:21]=[C:22]([CH3:25])[CH:23]=2)[O:18][C:17]([CH3:27])([CH3:26])[CH2:16]1)[CH2:7][CH2:8][CH2:9][CH2:10][C:11]([O:13]C)=[O:12])(=[O:5])=[O:4])[CH3:2].[OH-].[K+].Cl>CO>[CH2:1]([S:3]([N:6]([CH:15]1[C:24]2[C:19](=[CH:20][CH:21]=[C:22]([CH3:25])[CH:23]=2)[O:18][C:17]([CH3:26])([CH3:27])[CH2:16]1)[CH2:7][CH2:8][CH2:9][CH2:10][C:11]([OH:13])=[O:12])(=[O:5])=[O:4])[CH3:2] |f:1.2|. Procedure details: 0.5 g (1.25 mmol) of methyl 5-[ethylsulfonyl-(2,2,6-trimethyl-chroman-4-yl)amino]pentanoate (Example 1d) is stirred overnight at RT with 0.21 g (3.77 mmol) of KOH in 20 ml of methanol. After stripping off the solvent in vacuo, the residue is acidified with hydrochloric acid and extracted with EA. 0.4 g of 5-[ethylsulfonyl-(2,2,6-trimethylchroman-4-yl)amino]pentanoic acid is obtained. Reactants: Cc1ccccc1, CO, Cc1c(OCC2(C)OCC3(CO2)OCCO3)ccnc1CSc1nc2ccccc2[nH]1, O=C(OO)c1cccc(Cl)c1. The product is Cc1c(OCC2(C)OCC3(CO2)OCCO3)ccnc1CS(=O)c1nc2ccccc2[nH]1. RXN SMILES: [CH3:1][c:2]1[cH:3][cH:4][cH:5][cH:6][cH:7]1.[CH3:50][OH:51].[CH3:8][c:9]1[c:10]([CH2:28][S:29][c:30]2[n:31][c:32]3[c:33]([nH:34]2)[cH:35][cH:36][cH:37][cH:38]3)[n:11][cH:12][cH:13][c:14]1[O:15][CH2:16][C:17]1([CH3:27])[O:18][CH2:19][C:20]2([O:21][CH2:22][CH2:23][O:24]2)[CH2:25][O:26]1.[OH:39][O:40][C:41]([c:42]1[cH:43][c:44]([Cl:45])[cH:46][cH:47][cH:48]1)=[O:49]>>[CH3:8][c:9]1[c:10]([CH2:28][S:29]([c:30]2[nH:31][c:32]3[c:33]([n:34]2)[cH:35][cH:36][cH:37][cH:38]3)=[O:39])[n:11][cH:12][cH:13][c:14]1[O:15][CH2:16][C:17]1([CH3:27])[O:18][CH2:19][C:20]2([O:21][CH2:22][CH2:23][O:24]2)[CH2:25][O:26]1. Starting materials: FC=1C=CC(=C(C(=O)OC)C1)O (methyl 5-fluoro-2-hydroxybenzoate), C(C)(C)(C)C1=CC=C(CCl)C=C1 (4-tert-butylbenzyl chloride), C([O-])([O-])=O.[K+].[K+] (potassium carbonate), [I-].[K+] (potassium iodide). Run in CC(=O)C (acetone). Yields the product C(C)(C)(C)C1=CC=C(COC2=C(C(=O)OC)C=C(C=C2)F)C=C1 (Methyl 2-(4-tert-butylbenzyloxy)-5-fluorobenzoate). Reaction SMILES: [F:1][C:2]1[CH:3]=[CH:4][C:5]([OH:12])=[C:6]([CH:11]=1)[C:7]([O:9][CH3:10])=[O:8].[C:13]([C:17]1[CH:24]=[CH:23][C:20]([CH2:21]Cl)=[CH:19][CH:18]=1)([CH3:16])([CH3:15])[CH3:14].C(=O)([O-])[O-].[K+].[K+].[I-].[K+]>CC(C)=O>[C:13]([C:17]1[CH:18]=[CH:19][C:20]([CH2:21][O:12][C:5]2[CH:4]=[CH:3][C:2]([F:1])=[CH:11][C:6]=2[C:7]([O:9][CH3:10])=[O:8])=[CH:23][CH:24]=1)([CH3:16])([CH3:14])[CH3:15] |f:2.3.4,5.6|. Reported procedure: 4.44 g (26 mmol) of methyl 5-fluoro-2-hydroxybenzoate [CAS 391-92-4], 5.25 g 28.7 mmol) of 4-tert-butylbenzyl chloride [CAS 19692-45-6], 18.0 g (130 mmol) of potassium carbonate and 6.5 g (39.2 mmol) of potassium iodide are dissolved in 25 ml of acetone and stirred under reflux for 12 h. The solvent is distilled out in vacuo, and the residue is taken up in ethyl acetate and washed once with 10% strength sodium hydroxide solution and three times with 1 N hydrochloric acid. The solution is dried o... The reactants are Cc1ccc(S(=O)(=O)Cl)cc1, NCCCCC(NC(=O)OCC1c2ccccc2-c2ccccc21)C(=O)O. Product: Cc1ccc(S(=O)(=O)NCCCCC(NC(=O)OCC2c3ccccc3-c3ccccc32)C(=O)O)cc1. Reaction SMILES: [CH3:28][c:29]1[cH:30][cH:31][c:32]([S:35](=[O:36])(=[O:37])[Cl:38])[cH:33][cH:34]1.[cH:1]1[cH:2][cH:3][cH:4][c:5]2[c:13]1[CH:12]([CH2:14][O:15][C:16](=[O:17])[NH:18][CH:19]([CH2:20][CH2:21][CH2:22][CH2:23][NH2:24])[C:25](=[O:26])[OH:27])[c:11]1[c:6]-2[cH:7][cH:8][cH:9][cH:10]1>>[cH:1]1[cH:2][cH:3][cH:4][c:5]2[c:13]1[CH:12]([CH2:14][O:15][C:16](=[O:17])[NH:18][CH:19]([CH2:20][CH2:21][CH2:22][CH2:23][NH:24][S:35]([c:32]1[cH:31][cH:30][c:29]([CH3:28])[cH:34][cH:33]1)(=[O:36])=[O:37])[C:25](=[O:26])[OH:27])[c:11]1[c:6]-2[cH:7][cH:8][cH:9][cH:10]1. Starting materials: C(CCC)[Sn](CCCC)(CCCC)Cl (tributyl tin chloride), C(CCC)[Li] (n-butyl lithium), C(C)OC(C=1SC=CC1)OCC (2-(diethoxymethyl) thiophene). Solvent: O1CCCC1 (THF), O1CCCC1 (tetrahydrofuran). Reaction conditions: temperature -78 celsius, time 1 hour. Yields the product C(C)OC(C=1SC(=CC1)[Sn](CCCC)(CCCC)CCCC)OCC (2-(diethoxymethyl)-5-(tributylstannyl) thiophene). The yield is 77.4%. As a reaction SMILES: [CH2:1]([O:3][CH:4]([O:10][CH2:11][CH3:12])[C:5]1[S:6][CH:7]=[CH:8][CH:9]=1)[CH3:2].C([Li])CCC.[CH2:18]([Sn:22](Cl)([CH2:27][CH2:28][CH2:29][CH3:30])[CH2:23][CH2:24][CH2:25][CH3:26])[CH2:19][CH2:20][CH3:21]>O1CCCC1>[CH2:11]([O:10][CH:4]([O:3][CH2:1][CH3:2])[C:5]1[S:6][C:7]([Sn:22]([CH2:23][CH2:24][CH2:25][CH3:26])([CH2:27][CH2:28][CH2:29][CH3:30])[CH2:18][CH2:19][CH2:20][CH3:21])=[CH:8][CH:9]=1)[CH3:12]. Procedure details: 18.6 g (100 mmol) of 2-(diethoxymethyl) thiophene in 100 ml of tetrahydrofuran ("THF") was placed in a 2-neck flask equipped with dropping funnel. The solution was cooled to -78° C. under nitrogen atmosphere and added 62.5 mL of 1.6 M n-butyl lithium (100 mmol) dropwise through dropping funnel in 1 hr. The reaction mixture was stirred at -78° C. for 1 hr and gradually warmed up to room temperature. After stirred for 30 minutes, the mixture was again cooled to -78° C. and added dropwise a THF (50...